This data is from the Open Reaction Database (ORD), a public repository of structured organic reaction records. The task is: describe an organic reaction: reactants, conditions, products, and yield The reactants are C1(=CC=CC=C1)C1=C(C=C2C(=C1C1=CC=CC=C1)OCO2)C[C@H]2CO2 ((2S)-3-(2,3-diphenylmethylenedioxyphenyl)-1,2-epoxypropane), CCCCCC (hexane), C(C)(C)(C)[Li] (t-Butyl lithium), solution, C(#N)[Cu] (CuCN). Run in C1CCOC1 (THF), CCCCC (pentane), C1CCOC1 (THF). Reaction conditions: temperature -10 celsius, time 30 minute. Yields the product CC(C[C@H](CC1=C(C(=C2C(=C1)OCO2)C2=CC=CC=C2)C2=CC=CC=C2)O)(C)C ((2R)-4,4-Dimethyl-(2,3-diphenylmethylenedioxyphenyl)-2-pentanol). The yield is 63.0%. Reaction SMILES: [C:1]([Li])([CH3:4])([CH3:3])[CH3:2].C([Cu])#N.[C:9]1([C:15]2[C:20]([C:21]3[CH:26]=[CH:25][CH:24]=[CH:23][CH:22]=3)=[C:19]3[O:27][CH2:28][O:29][C:18]3=[CH:17][C:16]=2[CH2:30][C@@H:31]2[O:33][CH2:32]2)[CH:14]=[CH:13][CH:12]=[CH:11][CH:10]=1.CCCCCC>CCCCC.C1COCC1>[CH3:2][C:1]([CH3:4])([CH3:3])[CH2:32][C@@H:31]([OH:33])[CH2:30][C:16]1[CH:17]=[C:18]2[O:29][CH2:28][O:27][C:19]2=[C:20]([C:21]2[CH:22]=[CH:23][CH:24]=[CH:25][CH:26]=2)[C:15]=1[C:9]1[CH:14]=[CH:13][CH:12]=[CH:11][CH:10]=1. Procedure details: t-Butyl lithium (21.4 mL of a 1.7M solution in pentane, 36.4 mmol) was added dropwise to a suspension of CuCN (1.63 g, 18.2 mmol) in 120 mL of THF at -78° C. The mixture was stirred for 30 min and allowed to warm to -10° C. A soultion of 8.01 g (2S)-3-(2,3-diphenylmethylenedioxyphenyl)-1,2-epoxypropane (24.2 mmol) of (from step 3 above) in 20 mL of THF was added dropwise. The reactions was stirred for 18 hr, then quenched by addition of 100 mL of 9:1 saturated NH4Cl: conc. NH4OH. The mixture was... The reactants are BrCc1ccccc1, O=C([O-])[O-], CCOC(C)=O, CN(C)C=O, COc1cc(O)ccc1-c1ccc2c(c1COc1cc(F)ccc1C)C(C)=CC(C)(C)N2, [K+], [K+]. Yields the product COc1cc(OCc2ccccc2)ccc1-c1ccc2c(c1COc1cc(F)ccc1C)C(C)=CC(C)(C)N2. As a reaction SMILES: [Br:39][CH2:40][c:41]1[cH:42][cH:43][cH:44][cH:45][cH:46]1.[C:33](=[O:34])([O-:35])[O-:36].[CH3:47][CH2:48][O:49][C:50](=[O:51])[CH3:52].[CH3:53][N:54]([CH3:55])[CH:56]=[O:57].[F:1][c:2]1[cH:3][cH:4][c:5]([CH3:32])[c:6]([O:7][CH2:8][c:9]2[c:10]3[c:15]([cH:16][cH:17][c:18]2-[c:19]2[c:20]([O:26][CH3:27])[cH:21][c:22]([OH:25])[cH:23][cH:24]2)[NH:14][C:13]([CH3:28])([CH3:29])[CH:12]=[C:11]3[CH3:30])[cH:31]1.[K+:37].[K+:38]>>[F:1][c:2]1[cH:3][cH:4][c:5]([CH3:32])[c:6]([O:7][CH2:8][c:9]2[c:10]3[c:15]([cH:16][cH:17][c:18]2-[c:19]2[c:20]([O:26][CH3:27])[cH:21][c:22]([O:25][CH2:40][c:41]4[cH:42][cH:43][cH:44][cH:45][cH:46]4)[cH:23][cH:24]2)[NH:14][C:13]([CH3:28])([CH3:29])[CH:12]=[C:11]3[CH3:30])[cH:31]1. Reactants: O (water), N (ammonia), C(C)OC(=O)N(O)CC(CP(O)(O)=O)O (3-(N-ethoxycarbonyl-N-hydroxyamino)-2-hydroxypropylphosphonic acid), O (water). Run in Cl (hydrochloric acid), CO (methanol). Product: OC(CP(O)(O)=O)CNO (2-hydroxy-3-(N-hydroxyamino)propylphosphonic acid). Yield: 36.7%. Reaction SMILES: C(OC([N:6]([CH2:8][CH:9]([OH:15])[CH2:10][P:11](=[O:14])([OH:13])[OH:12])[OH:7])=O)C.O.N>Cl.CO>[OH:15][CH:9]([CH2:8][NH:6][OH:7])[CH2:10][P:11](=[O:12])([OH:14])[OH:13]. Reported procedure: A solution of 3-(N-ethoxycarbonyl-N-hydroxyamino)-2-hydroxypropylphosphonic acid (2.4 g.) in 1 N hydrochloric acid (100 ml.) was heated to reflux for 14 hours. The reaction mixture was evaporated to dryness under reduced pressure to give a residue, to which was added water (20 ml.), washed twice with chloroform (each 10 ml. portion) and decolorized with activated charcoal (200 mg.). The activated charcoal was filtered off and the filtrate was evaporated to dryness under reduced pressure to give ... The reactants are CCOC(=O)c1c(-c2ccc(OC)cc2)c2ccccc2n1Cc1ccc2c(c1)OCO2, ClCc1ccc2c(c1)OCO2, CCOC(=O)c1[nH]c2ccccc2c1-c1ccc(OC)cc1, CN(C)P(=O)(N(C)C)N(C)C, [H-], [Na+]. The product is COc1ccc(-c2c(C(=O)O)n(Cc3ccc4c(c3)OCO4)c3ccccc23)cc1. RXN SMILES: [CH2:1]1[O:2][c:3]2[cH:4][c:5]([CH2:6][n:7]3[c:8]([C:24](=[O:25])[O:26][CH2:27][CH3:28])[c:9](-[c:16]4[cH:17][cH:18][c:19]([O:22][CH3:23])[cH:20][cH:21]4)[c:10]4[cH:11][cH:12][cH:13][cH:14][c:15]34)[cH:29][cH:30][c:31]2[O:32]1.[CH2:57]([Cl:58])[c:59]1[cH:60][cH:61][c:62]2[c:66]([cH:67]1)[O:65][CH2:64][O:63]2.[CH3:33][O:34][c:35]1[cH:36][cH:37][c:38](-[c:39]2[c:40]3[c:41]([cH:42][cH:43][cH:44][cH:45]3)[nH:46][c:47]2[C:48]([O:49][CH2:50][CH3:51])=[O:52])[cH:53][cH:54]1.[CH3:68][N:69]([CH3:70])[P:71]([N:72]([CH3:73])[CH3:74])([N:75]([CH3:76])[CH3:77])=[O:78].[H-:56].[Na+:55]>>[CH2:1]1[O:2][c:3]2[cH:4][c:5]([CH2:6][n:7]3[c:8]([C:24](=[O:25])[OH:26])[c:9](-[c:16]4[cH:17][cH:18][c:19]([O:22][CH3:23])[cH:20][cH:21]4)[c:10]4[cH:11][cH:12][cH:13][cH:14][c:15]34)[cH:29][cH:30][c:31]2[O:32]1. Starting materials: C(CCCCCCCC=CCCCCCCCC)(=O)OC(CC(=O)O)CCCCCCCC=CCCCCCCCC (3-(9-octadecenoyloxy)-11-eicosenoic acid), N[C@@H](C(C)C)C(=O)O (L-valine). Product: C(CCCCCCCC=CCCCCCCCC)(=O)OC(CC(=O)N[C@@H](C(C)C)C(=O)O)CCCCCCCC=CCCCCCCCC (N-[3-(9-octadecenoyloxy)-11-eicosenoyl]-L-valine). Yield: 72.3%. RXN SMILES: [C:1]([O:20][CH:21]([CH2:26][CH2:27][CH2:28][CH2:29][CH2:30][CH2:31][CH2:32][CH:33]=[CH:34][CH2:35][CH2:36][CH2:37][CH2:38][CH2:39][CH2:40][CH2:41][CH3:42])[CH2:22][C:23]([OH:25])=O)(=[O:19])[CH2:2][CH2:3][CH2:4][CH2:5][CH2:6][CH2:7][CH2:8][CH:9]=[CH:10][CH2:11][CH2:12][CH2:13][CH2:14][CH2:15][CH2:16][CH2:17][CH3:18].[NH2:43][C@H:44]([C:48]([OH:50])=[O:49])[CH:45]([CH3:47])[CH3:46]>>[C:1]([O:20][CH:21]([CH2:26][CH2:27][CH2:28][CH2:29][CH2:30][CH2:31][CH2:32][CH:33]=[CH:34][CH2:35][CH2:36][CH2:37][CH2:38][CH2:39][CH2:40][CH2:41][CH3:42])[CH2:22][C:23]([NH:43][C@H:44]([C:48]([OH:50])=[O:49])[CH:45]([CH3:47])[CH3:46])=[O:25])(=[O:19])[CH2:2][CH2:3][CH2:4][CH2:5][CH2:6][CH2:7][CH2:8][CH:9]=[CH:10][CH2:11][CH2:12][CH2:13][CH2:14][CH2:15][CH2:16][CH2:17][CH3:18]. Reported procedure: Starting from 3-(9-octadecenoyloxy)-11-eicosenoic acid (3.2 g) prepared by the method described in Preparation 8 and L-valine (4.42 g), N-[3-(9-octadecenoyloxy)-11-eicosenoyl]-L-valine (2.7 g) was obtained as powders according to a similar manner to that of Example 6. The reactants are ClC=1C=C(C(=O)NN)C=CC1O (3-chloro-4-hydroxybenzoic acid hydrazide), C(=O)C1=CC=C(C2=CC=CC=C12)OCC(=O)O ((4-formylnaphth-1-yloxy) acetic acid). The reagents and catalysts are C(C)(=O)O (acetic acid). The solvent is C(C)(=O)OCC (ethyl acetate), CS(=O)C (DMSO). Run at time 8 hour. Product: ClC=1C=C(C(=O)NN=CC2=CC=C(C3=CC=CC=C23)OCC(=O)O)C=CC1O ({4-[(3-chloro-4-hydroxy-benzoyl)hydrazonomethyl]naphth-1-yloxy}acetic acid). RXN SMILES: [Cl:1][C:2]1[CH:3]=[C:4]([CH:9]=[CH:10][C:11]=1[OH:12])[C:5]([NH:7][NH2:8])=[O:6].[CH:13]([C:15]1[C:24]2[C:19](=[CH:20][CH:21]=[CH:22][CH:23]=2)[C:18]([O:25][CH2:26][C:27]([OH:29])=[O:28])=[CH:17][CH:16]=1)=O>CS(C)=O.C(O)(=O)C.C(OCC)(=O)C>[Cl:1][C:2]1[CH:3]=[C:4]([CH:9]=[CH:10][C:11]=1[OH:12])[C:5]([NH:7][N:8]=[CH:13][C:15]1[C:24]2[C:19](=[CH:20][CH:21]=[CH:22][CH:23]=2)[C:18]([O:25][CH2:26][C:27]([OH:29])=[O:28])=[CH:17][CH:16]=1)=[O:6]. Procedure details: To a solution of 3-chloro-4-hydroxybenzoic acid hydrazide (2 g, 10.7 mmol) in DMSO (20 mL) was added the above (4-formylnaphth-1-yloxy) acetic acid (3 g, 13 mmol) and a catalytic amount of acetic acid (10 drops). The solution was stirred overnight and diluted with ethyl acetate. The solution was washed with water (3×), brine, and dried over MgSO4. The volume was reduced to approximately 100 mL and placed in an ice-bath. The resulting solid was filtered and washed with cold ethyl acetate to affor... Starting materials: IC=1C(=CC(=C(C(=O)OC)C1)OC)C (methyl 5-iodo-2-methoxy-4-methylbenzoate), [OH-].[Na+] (NaOH). The solvent is C(C)O (ethanol). Conditions: time 8 hour. The product is IC=1C(=CC(=C(C(=O)O)C1)OC)C (5-iodo-2-methoxy-4-methylbenzoic acid). Isolated yield 76.9%. Reaction SMILES: [I:1][C:2]1[C:3]([CH3:14])=[CH:4][C:5]([O:12][CH3:13])=[C:6]([CH:11]=1)[C:7]([O:9]C)=[O:8].[OH-].[Na+]>C(O)C>[I:1][C:2]1[C:3]([CH3:14])=[CH:4][C:5]([O:12][CH3:13])=[C:6]([CH:11]=1)[C:7]([OH:9])=[O:8] |f:1.2|. Reported procedure: To a mixture of methyl 5-iodo-2-methoxy-4-methylbenzoate (3.0 g, 9.80 mmol) in ethanol (10 ml) in a 50 ml RB flask was added an aqueous solution of NaOH (0.784 g, 19.60 mmol, 1M). The reaction mixture was stirred at room temperature overnight. The solvent was removed under vacuum, the solid filtered and dried to give the titled compound (2.2 g, 74%). LCMS: (ES+) m/z=292 (M+H)+; Column. PUROSPHER@star RP-18 (4×55) mm, 3 μm; Buffer: 20 mM NH4OAc IN WATER; Mphase A: Buffer+MeCN (90+10); Mphase B: B...